The task is: describe an organic reaction: reactants, conditions, products, and yield. This data is from the Open Reaction Database (ORD), a public repository of structured organic reaction records. Reactants: O=C1CCC(=O)N1Br, C1CCOC1, CCCCCn1c(=O)n2nc(C)nc2c2[nH]cnc21, Oc1ccccc1. The product is CCCCCn1c(=O)n2nc(C)nc2c2[nH]c(Br)nc21. Reaction SMILES: [Br:20][N:21]1[C:22](=[O:23])[CH2:24][CH2:25][C:26]1=[O:27].[CH2:35]1[O:36][CH2:37][CH2:38][CH2:39]1.[CH3:1][c:2]1[n:3][n:4]2[c:5](=[O:19])[n:6]([CH2:14][CH2:15][CH2:16][CH2:17][CH3:18])[c:7]3[n:8][cH:9][nH:10][c:11]3[c:12]2[n:13]1.[OH:28][c:29]1[cH:30][cH:31][cH:32][cH:33][cH:34]1>>[CH3:1][c:2]1[n:3][n:4]2[c:5](=[O:19])[n:6]([CH2:14][CH2:15][CH2:16][CH2:17][CH3:18])[c:7]3[n:8][c:9]([Br:20])[nH:10][c:11]3[c:12]2[n:13]1. The solvent is CN(C)C=O (DMF). The product is BrCCCOC1=C(C=C(C=C1)[N+](=O)[O-])OC (1-(3-bromopropoxy)-2-methoxy-4-nitrobenzene). The reactants are C(=O)([O-])[O-].[K+].[K+] (K2CO3), BrC(C)(C)Br (dibromopropane), [K] (potassium), COC1=C(C=CC(=C1)[N+](=O)[O-])O (2-methoxy-4-nitrophenol). Procedure details: A suspension of K2CO3 (2.0 g, 14.5 mmol), dibromopropane (8.8 g, 43.4 mmol) and the potassium salt of 2-methoxy-4-nitrophenol (3.0 g, 14.5 mmol) in DMF (50 mL) was heated at 80° C. for 24 hr. After removal of any precipitate by filtration, the filtrate was partitioned between EtOAc/H2O (100/20 mL). The organic layer was washed with brine and dried over MgSO4. After removal of the solvent under vacuum, the residue was chromatographed on silica gel using 5%-20% gradient EtOAc/hexanes to elute the ... As a reaction SMILES: [C:1]([O-])([O-])=O.[K+].[K+].Br[C:8]([Br:11])([CH3:10])C.[K].[CH3:13][O:14][C:15]1[CH:20]=[C:19]([N+:21]([O-:23])=[O:22])[CH:18]=[CH:17][C:16]=1[OH:24]>CN(C=O)C>[Br:11][CH2:8][CH2:10][CH2:1][O:24][C:16]1[CH:17]=[CH:18][C:19]([N+:21]([O-:23])=[O:22])=[CH:20][C:15]=1[O:14][CH3:13] |f:0.1.2,^1:11|.